Dataset: the Open Reaction Database (ORD), a public repository of structured organic reaction records. Task: describe an organic reaction: reactants, conditions, products, and yield The reactants are C(C)(C)(C)C1=C(C(=CC(=C1)S)C(C)(C)C)O (2,6-di-tert-butyl-4-mercaptophenol), C1(C=CC(N1C1=CC=C(C=C1)N1C(C=CC1=O)=O)=O)=O (1,4-bis(maleimido)benzene). Solvent: C(C)N(CC)CC (triethylamine). Product: C(C)(C)(C)C=1C=C(C=C(C1O)C(C)(C)C)SC1C(=O)N(C(C1)=O)C1=CC=C(C=C1)N1C(C(CC1=O)SC1=CC(=C(C(=C1)C(C)(C)C)O)C(C)(C)C)=O (1,4-Bis[2-(3,5-di-tert-butyl-4-hydroxyphenylthio)succinimido]-benzene). The yield is 75.6%. Reaction SMILES: [C:1]([C:5]1[CH:10]=[C:9]([SH:11])[CH:8]=[C:7]([C:12]([CH3:15])([CH3:14])[CH3:13])[C:6]=1[OH:16])([CH3:4])([CH3:3])[CH3:2].[C:17]1(=[O:36])[N:21]([C:22]2[CH:27]=[CH:26][C:25]([N:28]3[C:32](=[O:33])[CH:31]=[CH:30][C:29]3=[O:34])=[CH:24][CH:23]=2)[C:20](=[O:35])[CH:19]=[CH:18]1>C(N(CC)CC)C>[C:1]([C:5]1[CH:10]=[C:9]([S:11][CH:30]2[CH2:31][C:32](=[O:33])[N:28]([C:25]3[CH:26]=[CH:27][C:22]([N:21]4[C:20](=[O:35])[CH2:19][CH:18]([S:11][C:9]5[CH:8]=[C:7]([C:12]([CH3:13])([CH3:14])[CH3:15])[C:6]([OH:16])=[C:5]([C:1]([CH3:4])([CH3:3])[CH3:2])[CH:10]=5)[C:17]4=[O:36])=[CH:23][CH:24]=3)[C:29]2=[O:34])[CH:8]=[C:7]([C:12]([CH3:15])([CH3:14])[CH3:13])[C:6]=1[OH:16])([CH3:4])([CH3:3])[CH3:2]. Reported procedure: The procedure of Example 1 is repeated using 17.8 grams of 2,6-di-tert-butyl-4-mercaptophenol, 10 grams of 1,4-bis(maleimido)benzene, and 0.75 grams of triethylamine. The residue is recrystallized from acetone to give 21 grams of an off-white solid, m.p. 274°-278° C. The reactants are BrC=1C=C2C(=NC1)N(C(=N2)C2=C(C=CC=C2)SCC)C (6-bromo-2-(2-ethylsulfanylphenyl)-3-methyl-3H-imidazo[4,5-b]pyridine), O1CCOCC1 (1,4-dioxane), FC1=C(C=CC=C1)B(O)O (2-fluorophenylboronic acid), P(=O)([O-])([O-])[O-].[K+].[K+].[K+] (tripotassium phosphate), tris(dibenzylideneacetone)palladium(0). The reagents and catalysts are C1(CCCCC1)P(C1=C(C=CC=C1)C1=C(C=CC=C1OC)OC)C1CCCCC1 (2-dicyclohexylphosphino-2′,6′-dimethoxybiphenyl). Run in O (water). Run at temperature 80 celsius. Yields the product C(C)SC1=C(C=CC=C1)C1=NC=2C(=NC=C(C2)C2=C(C=CC=C2)F)N1C (2-(2-ethylsulfanylphenyl)-6-(2-fluorophenyl)-3-methyl-3H-imidazo[4,5-b]pyridine). Isolated yield 95.5%. As a reaction SMILES: Br[C:2]1[CH:3]=[C:4]2[N:10]=[C:9]([C:11]3[CH:16]=[CH:15][CH:14]=[CH:13][C:12]=3[S:17][CH2:18][CH3:19])[N:8]([CH3:20])[C:5]2=[N:6][CH:7]=1.O1CCOCC1.[F:27][C:28]1[CH:33]=[CH:32][CH:31]=[CH:30][C:29]=1B(O)O.P([O-])([O-])([O-])=O.[K+].[K+].[K+]>C1(P(C2CCCCC2)C2C=CC=CC=2C2C(OC)=CC=CC=2OC)CCCCC1.O>[CH2:18]([S:17][C:12]1[CH:13]=[CH:14][CH:15]=[CH:16][C:11]=1[C:9]1[N:8]([CH3:20])[C:5]2=[N:6][CH:7]=[C:2]([C:29]3[CH:30]=[CH:31][CH:32]=[CH:33][C:28]=3[F:27])[CH:3]=[C:4]2[N:10]=1)[CH3:19] |f:3.4.5.6|. Reported procedure: To a mixture of 6-bromo-2-(2-ethylsulfanylphenyl)-3-methyl-3H-imidazo[4,5-b]pyridine (350 mg) and 1,4-dioxane (5 ml), 2-fluorophenylboronic acid (150 mg), tripotassium phosphate (600 mg), 2-dicyclohexylphosphino-2′,6′-dimethoxybiphenyl (25 mg), and tris(dibenzylideneacetone)palladium(0) (14 mg) were sequentially added, heated to 80° C., and stirred with heating for 8 hours. The reaction mixture was cooled to room temperature, and then water was poured into the reaction mixture, and extracted wit... The reactants are CC(C)(C)N=C=S, CCO, NC(CO)CC1CCCCC1. Yields the product CC(C)(C)NC(=S)NC(CO)CC1CCCCC1. Reaction SMILES: [C:12]([CH3:13])([CH3:14])([CH3:15])[N:16]=[C:17]=[S:18].[CH3:19][CH2:20][OH:21].[NH2:1][CH:2]([CH2:3][OH:4])[CH2:5][CH:6]1[CH2:7][CH2:8][CH2:9][CH2:10][CH2:11]1>>[NH:1]([CH:2]([CH2:3][OH:4])[CH2:5][CH:6]1[CH2:7][CH2:8][CH2:9][CH2:10][CH2:11]1)[C:17]([NH:16][C:12]([CH3:13])([CH3:14])[CH3:15])=[S:18]. Starting materials: ClCCl, O=S(=O)(Cl)c1ccc(Cl)cc1, Cl, COC(=O)c1ccc(C=Cc2cc(Cl)ccc2N)cc1, c1ccncc1. Product: COC(=O)c1ccc(C=Cc2cc(Cl)ccc2NS(=O)(=O)c2ccc(Cl)cc2)cc1. Reaction SMILES: [CH2:33]([Cl:34])[Cl:35].[Cl:21][c:22]1[cH:23][cH:24][c:25]([S:28](=[O:29])(=[O:30])[Cl:31])[cH:26][cH:27]1.[ClH:32].[NH2:1][c:2]1[c:3]([CH:9]=[CH:10][c:11]2[cH:12][cH:13][c:14]([C:15](=[O:16])[O:17][CH3:18])[cH:19][cH:20]2)[cH:4][c:5]([Cl:8])[cH:6][cH:7]1.[cH:36]1[cH:37][cH:38][n:39][cH:40][cH:41]1>>[NH:1]([c:2]1[c:3]([CH:9]=[CH:10][c:11]2[cH:12][cH:13][c:14]([C:15](=[O:16])[O:17][CH3:18])[cH:19][cH:20]2)[cH:4][c:5]([Cl:8])[cH:6][cH:7]1)[S:28]([c:25]1[cH:24][cH:23][c:22]([Cl:21])[cH:27][cH:26]1)(=[O:29])=[O:30]. Reactants: ClCCCl, CCNC1CCC(OC)Cn2c1nc(C(=O)NCc1ccc(F)cc1)c(OS(C)(=O)=O)c2=O, CN(C)C(=O)C(=O)O, CS(=O)(=O)Cl, ClCCl, O, On1nnc2cccnc21. The product is CCN(C(=O)C(=O)N(C)C)C1CCC(OC)Cn2c1nc(C(=O)NCc1ccc(F)cc1)c(OS(C)(=O)=O)c2=O. RXN SMILES: [CH2:42]([Cl:43])[CH2:44][Cl:45].[CH3:1][S:2](=[O:3])(=[O:4])[O:5][c:6]1[c:7]([C:23](=[O:24])[NH:25][CH2:26][c:27]2[cH:28][cH:29][c:30]([F:33])[cH:31][cH:32]2)[n:8][c:9]2[n:10]([c:21]1=[O:22])[CH2:11][CH:12]([O:19][CH3:20])[CH2:13][CH2:14][CH:15]2[NH:16][CH2:17][CH3:18].[CH3:34][N:35]([C:36]([C:37](=[O:38])[OH:39])=[O:40])[CH3:41].[CH3:56][S:57](=[O:58])(=[O:59])[Cl:60].[Cl:61][CH2:62][Cl:63].[OH2:64].[OH:46][n:47]1[c:48]2[n:49][cH:50][cH:51][cH:52][c:53]2[n:54][n:55]1>>[CH3:1][S:2](=[O:3])(=[O:4])[O:5][c:6]1[c:7]([C:23](=[O:24])[NH:25][CH2:26][c:27]2[cH:28][cH:29][c:30]([F:33])[cH:31][cH:32]2)[n:8][c:9]2[n:10]([c:21]1=[O:22])[CH2:11][CH:12]([O:19][CH3:20])[CH2:13][CH2:14][CH:15]2[N:16]([CH2:17][CH3:18])[C:37]([C:36]([N:35]([CH3:34])[CH3:41])=[O:40])=[O:38]. Starting materials: NC=1C=C2C(=CNC2=CC1)C1CCN(CC1)C (5-amino-3-(1-methylpiperidin-4-yl)-1H-indole), [N+](=O)([O-])C=1C=C(C(=O)O)C=CC1Cl (3-nitro-4-chlorobenzoic acid). Product: [N+](=O)([O-])C=1C=C(C(=O)NC=2C=C3C(=CNC3=CC2)C2CCN(CC2)C)C=CC1Cl (5-(3-nitro-4-chlorobenzoyl)amino-3-(1-methylpiperidin-4-yl)-1H-indole). Yield: 62.8%. RXN SMILES: [NH2:1][C:2]1[CH:3]=[C:4]2[C:8](=[CH:9][CH:10]=1)[NH:7][CH:6]=[C:5]2[CH:11]1[CH2:16][CH2:15][N:14]([CH3:17])[CH2:13][CH2:12]1.[N+:18]([C:21]1[CH:22]=[C:23]([CH:27]=[CH:28][C:29]=1[Cl:30])[C:24](O)=[O:25])([O-:20])=[O:19]>>[N+:18]([C:21]1[CH:22]=[C:23]([CH:27]=[CH:28][C:29]=1[Cl:30])[C:24]([NH:1][C:2]1[CH:3]=[C:4]2[C:8](=[CH:9][CH:10]=1)[NH:7][CH:6]=[C:5]2[CH:11]1[CH2:16][CH2:15][N:14]([CH3:17])[CH2:13][CH2:12]1)=[O:25])([O-:20])=[O:19]. Procedure details: Beginning with 10.0 mg (0.044 mMol) 5-amino-3-(1-methylpiperidin-4-yl)-1H-indole and 26.4 mg (0.131 mMol) 3-nitro-4-chlorobenzoic acid, 11.4 mg (63.3%) of the title compound were recovered. Reactants: OCC=1C=[N+](C=CC1)[O-] (3-hydroxymethyl-pyridine N-oxide), S(=O)(Cl)Cl (thionyl chloride). Yield: 52.2%. Product: ClCC=1C=[N+](C=CC1)[O-] (3-Chloromethyl-pyridine-1-oxide). Reported procedure: To a solution of 3-hydroxymethyl-pyridine N-oxide (1.0 g, 8.0 mmol) in dichloromethane (40 mL) was added thionyl chloride (10 mL, 137 mmol). After stirring for 2 hours, the reaction mixture was concentrated in vacuo. The residue was partitioned between dichloromethane and saturated aqueous sodium bicarbonate. The aqueous layer was repeatedly extracted with dichloromethane. The combined organic layers were dried over anhydrous sodium sulfate, filtered and concentrated in vacuo to give 0.60 g of t... Reaction SMILES: O[CH2:2][C:3]1[CH:4]=[N+:5]([O-:9])[CH:6]=[CH:7][CH:8]=1.S(Cl)([Cl:12])=O>ClCCl>[Cl:12][CH2:2][C:3]1[CH:4]=[N+:5]([O-:9])[CH:6]=[CH:7][CH:8]=1. The solvent is ClCCl (dichloromethane). Run at time 2 hour.